This data is from the Open Reaction Database (ORD), a public repository of structured organic reaction records. The task is: describe an organic reaction: reactants, conditions, products, and yield Reactants: C(C1=CC=CC=C1)(C1=CC=CC=C1)(C1=CC=CC=C1)NC=1SC=C(N1)/C(/C(=O)NC1[C@@H]2N(C(=C(CS2)CCl)C(=O)OCC2=CC=C(C=C2)OC)C1=O)=N/O[C@@H](C)C(=O)OC(C1=CC=CC=C1)C1=CC=CC=C1 (p-methoxybenzyl 7-[(Z)-2-(2-tritylaminothiazol-4-yl)-2-{(S)-1-diphenylmethoxycarbonylethoxyimino}acetamido]-3-chloromethyl-3-cephem-4-carboxylate), FC(C(=O)[O-])(F)F.C[N+]=1C(=NC2=CN(C=CC21)C)S (1,5-dimethyl-2-mercaptoimidazolo[4,5-c]pyridinium trifluoroacetate), 2-mercapto-4-methylthiazolo[5,4-b]pyridinium trifluoroacetate. Yields the product FC(C(=O)[O-])(F)F.C(C1=CC=CC=C1)(C1=CC=CC=C1)(C1=CC=CC=C1)NC=1SC=C(N1)/C(/C(=O)NC1[C@@H]2N(C(=C(CS2)CSC=2[N+](=C3C(=CN(C=C3)C)N2)C)C(=O)OCC2=CC=C(C=C2)OC)C1=O)=N/O[C@@H](C)C(=O)OC(C1=CC=CC=C1)C1=CC=CC=C1 (p-methoxybenzyl 7-[(Z)-2-(2-tritylaminothiazol-4-yl)-2-{(S)-1-diphenylmethoxycarbonylethoxyimino}acetamido]-3-(1,5-dimethylimidazolo[4,5-c]pyridinium-2-yl)thiomethyl-3-cephem-4-carboxylate trifluoroacetate). Yield: 87.2%. RXN SMILES: [C:1]([NH:20][C:21]1[S:22][CH:23]=[C:24](/[C:26](=[N:53]/[O:54][C@H:55]([C:57]([O:59][CH:60]([C:67]2[CH:72]=[CH:71][CH:70]=[CH:69][CH:68]=2)[C:61]2[CH:66]=[CH:65][CH:64]=[CH:63][CH:62]=2)=[O:58])[CH3:56])/[C:27]([NH:29][CH:30]2[C:51](=[O:52])[N:32]3[C:33]([C:39]([O:41][CH2:42][C:43]4[CH:48]=[CH:47][C:46]([O:49][CH3:50])=[CH:45][CH:44]=4)=[O:40])=[C:34]([CH2:37]Cl)[CH2:35][S:36][C@H:31]23)=[O:28])[N:25]=1)([C:14]1[CH:19]=[CH:18][CH:17]=[CH:16][CH:15]=1)([C:8]1[CH:13]=[CH:12][CH:11]=[CH:10][CH:9]=1)[C:2]1[CH:7]=[CH:6][CH:5]=[CH:4][CH:3]=1.[F:73][C:74]([F:79])([F:78])[C:75]([O-:77])=[O:76].[CH3:80][N+:81]1[C:82]([SH:91])=[N:83][C:84]2[C:89]=1[CH:88]=[CH:87][N:86]([CH3:90])[CH:85]=2>>[F:73][C:74]([F:79])([F:78])[C:75]([O-:77])=[O:76].[C:1]([NH:20][C:21]1[S:22][CH:23]=[C:24](/[C:26](=[N:53]/[O:54][C@H:55]([C:57]([O:59][CH:60]([C:67]2[CH:72]=[CH:71][CH:70]=[CH:69][CH:68]=2)[C:61]2[CH:66]=[CH:65][CH:64]=[CH:63][CH:62]=2)=[O:58])[CH3:56])/[C:27]([NH:29][CH:30]2[C:51](=[O:52])[N:32]3[C:33]([C:39]([O:41][CH2:42][C:43]4[CH:48]=[CH:47][C:46]([O:49][CH3:50])=[CH:45][CH:44]=4)=[O:40])=[C:34]([CH2:37][S:91][C:82]4[N+:81]([CH3:80])=[C:89]5[CH:88]=[CH:87][N:86]([CH3:90])[CH:85]=[C:84]5[N:83]=4)[CH2:35][S:36][C@H:31]23)=[O:28])[N:25]=1)([C:14]1[CH:19]=[CH:18][CH:17]=[CH:16][CH:15]=1)([C:8]1[CH:13]=[CH:12][CH:11]=[CH:10][CH:9]=1)[C:2]1[CH:7]=[CH:6][CH:5]=[CH:4][CH:3]=1 |f:1.2,3.4|. Procedure: Using 306 mg of p-methoxybenzyl 7-[(Z)-2-(2-tritylaminothiazol-4-yl)-2-{(S)-1-diphenylmethoxycarbonylethoxyimino}acetamido]-3-chloromethyl-3-cephem-4-carboxylate and 153 mg of 1,5-dimethyl-2-mercaptoimidazolo[4,5-c]pyridinium trifluoroacetate in place of p-methoxybenzyl 7-{(Z)-2-(2-tritylaminothiazol-4-yl)-2-methoxyiminoacetamido}-3-chloromethyl-3-cephem-4-carboxylate and 2-mercapto-4-methylthiazolo[5,4-b]pyridinium trifluoroacetate, respectively, the reaction and purification were carried out i... Starting materials: CSC(C(C)C)=NC1=C(C=CC=C1)F (N-(2-Fluorophenyl)-2-methylthiopropionimidate methyl ester), C1(=CC=C(C=C1)C(=O)NN)C1=CC=CC=C1 (biphenyl-4-carboxylic acid hydrazide), p-toluenesulfonic acid·monohydrate. The solvent is CN(C=O)C (N,N-dimethylformamide). Reaction conditions: temperature 120 celsius, time 59 hour. The product is C1(=CC=C(C=C1)C1=NN=C(N1C1=C(C=CC=C1)F)C(C)C)C1=CC=CC=C1 (3-biphenyl-4-yl-4-(2-fluorophenyl)-5-isopropyl-4H-1,2,4-triazole). The yield is 67.6%. Reported procedure: N-(2-Fluorophenyl)-2-methylthiopropionimidate methyl ester (7.84 g) prepared in the Reference Example 1 and biphenyl-4-carboxylic acid hydrazide (5.25 g) were dissolved in N,N-dimethylformamide (50 ml), followed by addition of p-toluenesulfonic acid·monohydrate (941 mg), and stirred at 120° C. for 59 hours. After the reaction solution was cooled to ambient temperature, the resulting solution was concentrated under reduced pressure. The resulting residue was purified by silica gel column chromato... As a reaction SMILES: CS[C:3](=[N:7][C:8]1[CH:13]=[CH:12][CH:11]=[CH:10][C:9]=1[F:14])[CH:4]([CH3:6])[CH3:5].[C:15]1([C:25]2[CH:30]=[CH:29][CH:28]=[CH:27][CH:26]=2)[CH:20]=[CH:19][C:18]([C:21]([NH:23][NH2:24])=O)=[CH:17][CH:16]=1>CN(C)C=O>[C:15]1([C:25]2[CH:30]=[CH:29][CH:28]=[CH:27][CH:26]=2)[CH:20]=[CH:19][C:18]([C:21]2[N:7]([C:8]3[CH:13]=[CH:12][CH:11]=[CH:10][C:9]=3[F:14])[C:3]([CH:4]([CH3:6])[CH3:5])=[N:24][N:23]=2)=[CH:17][CH:16]=1. Reactants: S(O)(O)(=O)=O (Sulphuric acid), [Mg] (magnesium), [Ca] (calcium). Run in O (water), O (water). Product: S(=O)(=O)([O-])[O-].[Mg+2] (magnesium sulphate), S(=O)(=O)([O-])[O-].[Ca+2] (calcium sulphate). Reaction SMILES: [Mg:1].[Ca:2].[S:3](=[O:7])(=[O:6])([OH:5])[OH:4]>O>[S:3]([O-:7])([O-:6])(=[O:5])=[O:4].[Mg+2:1].[S:3]([O-:7])([O-:6])(=[O:5])=[O:4].[Ca+2:2] |f:4.5,6.7|. Procedure details: U.S. Pat. No. 1,799,166 provides for treatment of zinc-bearing material with acid to convert water insoluble compounds of magnesium and calcium into relatively water soluble compounds. Sulphuric acid may be used to form magnesium sulphate and calcium sulphate. Although soluble magnesium sulphate is removed readily in a solids- liquid separation, repeated washings with water are needed to separate particles of calcium sulphate, which are only slightly soluble, from solids containing the zinc-bear... Starting materials: C(C1=CC=CC=C1)(=O)N=C=S (benzoylisothiocyanate), NC1=C(C=CC=C1)C1=CC(=CC=C1)S(=O)(=O)C (2-amino-3'-methanesulphonylbiphenyl). Solvent: ClCCl (dichloromethane). Product: C(C1=CC=CC=C1)(=O)NC(=S)NC1=C(C=CC=C1)C1=CC(=CC=C1)S(=O)(=O)C (N-benzoyl-N'-(3'-methanesulphonyl-2-biphenylyl)thiourea). RXN SMILES: [C:1]([N:9]=[C:10]=[S:11])(=[O:8])[C:2]1[CH:7]=[CH:6][CH:5]=[CH:4][CH:3]=1.[NH2:12][C:13]1[CH:18]=[CH:17][CH:16]=[CH:15][C:14]=1[C:19]1[CH:24]=[CH:23][CH:22]=[C:21]([S:25]([CH3:28])(=[O:27])=[O:26])[CH:20]=1>ClCCl>[C:1]([NH:9][C:10]([NH:12][C:13]1[CH:18]=[CH:17][CH:16]=[CH:15][C:14]=1[C:19]1[CH:24]=[CH:23][CH:22]=[C:21]([S:25]([CH3:28])(=[O:27])=[O:26])[CH:20]=1)=[S:11])(=[O:8])[C:2]1[CH:7]=[CH:6][CH:5]=[CH:4][CH:3]=1. Procedure: A mixture of benzoylisothiocyanate (4 g), 2-amino-3'-methanesulphonylbiphenyl (6.1 g) and dichloromethane (30 ml) at ambient temperature for two hours gave N-benzoyl-N'-(3'-methanesulphonyl-2-biphenylyl)thiourea (m.p. 179°-180° C.).